From a dataset of the Open Reaction Database (ORD), a public repository of structured organic reaction records. describe an organic reaction: reactants, conditions, products, and yield The reactants are C1CCOC1, CO, CC(C)(C)[O-], [Cl-], [K+], [NH4+], O=Cc1sccc1C1OCCO1. Product: N#CCc1sccc1C1OCCO1. As a reaction SMILES: [CH2:1]1[O:2][CH2:3][CH2:4][CH2:5]1.[CH3:26][OH:27].[CH3:6][C:7]([CH3:8])([O-:9])[CH3:10].[Cl-:24].[K+:11].[NH4+:25].[O:12]1[CH:13]([c:17]2[c:18]([CH:22]=[O:23])[s:19][cH:20][cH:21]2)[O:14][CH2:15][CH2:16]1>>[C:1]([CH2:22][c:18]1[c:17]([CH:13]2[O:12][CH2:16][CH2:15][O:14]2)[cH:21][cH:20][s:19]1)#[N:25]. Starting materials: FC1=CC=C(C=C1)C(=C)O[Si](C)(C)C (1-fluoro-4-[1[(trimethylsilyl)oxy]ethenyl]benzene), C1(CCC1)=O (cyclobutanone), ice water. Reagents/catalysts: [Ti](Cl)(Cl)(Cl)Cl (titanium(IV) chloride). Solvent: C(Cl)Cl (methylene chloride), C(Cl)Cl (methylene chloride), C(Cl)Cl (methylene chloride). Conditions: time 15 minute. Product: FC1=CC=C(C=C1)C(CC1(CCC1)O)=O (1-(4-fluorophenyl)-2-(1-hydroxycyclobutan-1-yl) ethan-1-one). The yield is 98.0%. RXN SMILES: [C:1]1(=[O:5])[CH2:4][CH2:3][CH2:2]1.[F:6][C:7]1[CH:12]=[CH:11][C:10]([C:13]([O:15][Si](C)(C)C)=[CH2:14])=[CH:9][CH:8]=1>C(Cl)Cl.[Ti](Cl)(Cl)(Cl)Cl>[F:6][C:7]1[CH:12]=[CH:11][C:10]([C:13](=[O:15])[CH2:14][C:1]2([OH:5])[CH2:4][CH2:3][CH2:2]2)=[CH:9][CH:8]=1. Procedure: Under nitrogen, 11.0 g (100 mmol) of titanium(IV) chloride in 140 mL of methylene chloride at 0° C. was slowly treated with a solution of 8.2 mL (110 mmol) of cyclobutanone in 30 mL of methylene chloride prior to the dropwise addition of a solution of 21.1 g (100 mmol) of 1-fluoro-4-[1[(trimethylsilyl)oxy]ethenyl]benzene (obtained from Step 2) in 15 mL of methylene chloride. The reaction was stirred for 15 minutes and then poured into 200 mL of ice/water; the phases were separated. The aqueous p... Starting materials: P(Br)(Br)Br (phosphorus tribromide), C=O (Formaldehyde), C(O)([O-])=O.[Na+] (sodium hydrogen carbonate), BrCC=1CS[C@H]2N(C1C(=O)OC(C)(C)C)C([C@H]2NC(COC2=CC=CC=C2)=O)=O (t-butyl 3-bromomethyl-7β-phenoxyacetamidoceph-3-em-4-carboxylate), 1β-oxide, C1(=CC=CC=C1)P(C1=CC=CC=C1)C1=CC=CC=C1 (triphenylphosphine). The solvent is C(Cl)Cl (methylene chloride), C(Cl)Cl (methylene chloride). Reaction conditions: time 30 minute. The product is O(C1=CC=CC=C1)CC(=O)N[C@H]1[C@@H]2N(C(=C(CS2)C=C)C(=O)OC(C)(C)C)C1=O (t-Butyl 7β-Phenoxyacetamido-3vinylceph-3-em-4-carboxylate). Yield: 63.0%. Reaction SMILES: Br[CH2:2][C:3]1[CH2:4][S:5][C@@H:6]2[C@H:17]([NH:18][C:19](=[O:28])[CH2:20][O:21][C:22]3[CH:27]=[CH:26][CH:25]=[CH:24][CH:23]=3)[C:16](=[O:29])[N:7]2[C:8]=1[C:9]([O:11][C:12]([CH3:15])([CH3:14])[CH3:13])=[O:10].[C:30]1(P(C2C=CC=CC=2)C2C=CC=CC=2)C=CC=CC=1.P(Br)(Br)Br.C=O.C(=O)([O-])O.[Na+]>C(Cl)Cl>[O:21]([CH2:20][C:19]([NH:18][C@@H:17]1[C:16](=[O:29])[N:7]2[C:8]([C:9]([O:11][C:12]([CH3:15])([CH3:14])[CH3:13])=[O:10])=[C:3]([CH:2]=[CH2:30])[CH2:4][S:5][C@H:6]12)=[O:28])[C:22]1[CH:23]=[CH:24][CH:25]=[CH:26][CH:27]=1 |f:4.5|. Reported procedure: A solution of t-butyl 3-bromomethyl-7β-phenoxyacetamidoceph-3-em-4-carboxylate, 1β-oxide (24.97 g, 50.5 mmole) and triphenylphosphine (16.4 g, 1.25 equiv.) in dry methylene chloride (300 ml) was stirred at ca. 20° for 16 hours and then cooled to --20°. A solution of phosphorus tribromide (7.34 ml, 1.5 equiv.) in dry methylene chloride (100 ml) was added with stirring over a period of 30 minutes with the reaction temperature being maintained at -20°; the mixture was then stirred at this temperatu... The reactants are C, CCC=C(CCC)c1c(CC)nc2c(-c3c(C)cc(C)cc3OC)nccn12, CCO, [Pd]. The product is CCCC(CCC)c1c(CC)nc2c(-c3c(C)cc(C)cc3OC)nccn12. As a reaction SMILES: [C:32].[CH3:1][O:2][c:3]1[c:4](-[c:11]2[c:12]3[n:13]([cH:14][cH:15][n:16]2)[c:17]([C:22](=[CH:23][CH2:24][CH3:25])[CH2:26][CH2:27][CH3:28])[c:18]([CH2:20][CH3:21])[n:19]3)[c:5]([CH3:10])[cH:6][c:7]([CH3:9])[cH:8]1.[CH3:29][CH2:30][OH:31].[Pd:33]>>[CH3:1][O:2][c:3]1[c:4](-[c:11]2[c:12]3[n:13]([cH:14][cH:15][n:16]2)[c:17]([CH:22]([CH2:23][CH2:24][CH3:25])[CH2:26][CH2:27][CH3:28])[c:18]([CH2:20][CH3:21])[n:19]3)[c:5]([CH3:10])[cH:6][c:7]([CH3:9])[cH:8]1. RXN SMILES: [Br:9][c:10]1[cH:11][c:12]([C:17]([CH3:18])([CH3:19])[CH3:20])[c:13]([NH2:16])[cH:14][cH:15]1.[Cl-:22].[Cl:1][N:2]1[C:3](=[O:4])[CH2:5][CH2:6][C:7]1=[O:8].[Na+:21].[O:23]=[CH:24][N:25]([CH3:26])[CH3:27]>>[Cl:1][c:14]1[c:13]([NH2:16])[c:12]([C:17]([CH3:18])([CH3:19])[CH3:20])[cH:11][c:10]([Br:9])[cH:15]1. The reactants are CC(C)(C)c1cc(Br)ccc1N, [Cl-], O=C1CCC(=O)N1Cl, [Na+], CN(C)C=O. Product: CC(C)(C)c1cc(Br)cc(Cl)c1N. Reactants: C(C)(C)(C)OC(=O)N1CCCC2=CC(=CN=C12)C=1C=NC=C(C1)C(C)=O (6-(5-Acetyl-pyridin-3-yl)-3,4-dihydro-2H-[1,8]naphthyridine-1-carboxylic acid tert-butyl ester). Solvent: C(=O)(C(F)(F)F)O (TFA), C(Cl)Cl (DCM). Reaction conditions: time 16 hour. Product: N1=CC(=CC=2CCCNC12)C=1C=C(C=NC1)C(C)=O (1-[5-(5,6,7,8-tetrahydro-[1,8]naphthyridin-3-yl)-pyridin-3-yl]-ethanone). The yield is 38.1%. RXN SMILES: C(OC([N:8]1[C:17]2[C:12](=[CH:13][C:14]([C:18]3[CH:19]=[N:20][CH:21]=[C:22]([C:24](=[O:26])[CH3:25])[CH:23]=3)=[CH:15][N:16]=2)[CH2:11][CH2:10][CH2:9]1)=O)(C)(C)C>C(O)(C(F)(F)F)=O.C(Cl)Cl>[N:16]1[C:17]2[NH:8][CH2:9][CH2:10][CH2:11][C:12]=2[CH:13]=[C:14]([C:18]2[CH:23]=[C:22]([C:24](=[O:26])[CH3:25])[CH:21]=[N:20][CH:19]=2)[CH:15]=1. Reported procedure: 6-(5-Acetyl-pyridin-3-yl)-3,4-dihydro-2H-[1,8]naphthyridine-1-carboxylic acid tert-butyl ester (500 mg, 1.4 mmol) is dissolved in 20 mL of 20% TFA in DCM. The mixture is stirred at room temperature for 16 hrs. Then the solvent and the extra reagent are removed and the residue is purified by reversed phase chromatography to give 135 mg of 1-[5-(5,6,7,8-tetrahydro-[1,8]naphthyridin-3-yl)-pyridin-3-yl]-ethanone Reaction SMILES: [C:1]([CH2:5][O:6][C:7]1[CH:12]=[CH:11][C:10]([CH2:13][C:14](=O)[CH3:15])=[CH:9][CH:8]=1)([O:3][CH3:4])=[O:2].[OH:17][CH:18]([C:21]1[CH:26]=[CH:25][C:24]([OH:27])=[C:23]([CH2:28][OH:29])[CH:22]=1)[CH2:19][NH2:20]>C(O)C.[Pd]>[C:1]([CH2:5][O:6][C:7]1[CH:12]=[CH:11][C:10]([CH2:13][CH:14]([NH:20][CH2:19][CH:18]([OH:17])[C:21]2[CH:26]=[CH:25][C:24]([OH:27])=[C:23]([CH2:28][OH:29])[CH:22]=2)[CH3:15])=[CH:9][CH:8]=1)([O:3][CH3:4])=[O:2]. Reagents/catalysts: [Pd] (Pd/C). Procedure details: A mixture of 1-(4-carbomethoxymethoxyphenyl)propan-2-one (1.5 g) and 2-hydroxy-2-(4-hydroxy-3-hydroxymethylphenyl)ethanamine (1.23 g) in ethanol (80 ml) was refluxed 0.5 hours, cooled to ambient temperature, 10% Pd/C added and the mixture hydrogenated at 75 psi and 50°-60° for 8 hours. The solution was filtered, evaporated, the residue taken up in ethyl acetate and filtered again. Removal of the solvent gave an oil which was crystallised and recrystallised from benzene to give the title compound... Reaction conditions: time 8 hour. Run in C(C)O (ethanol). Product: C(=O)(OC)COC1=CC=C(C=C1)CC(C)NCC(C1=CC(=C(C=C1)O)CO)O (N-[2-(4-Carbomethoxymethoxyphenyl)-1-methylethyl]-2-hydroxy-2-(4-hydroxy-3-hydroxymethylphenyl)ethanamine). The reactants are C(=O)(OC)COC1=CC=C(C=C1)CC(C)=O (1-(4-carbomethoxymethoxyphenyl)propan-2-one), OC(CN)C1=CC(=C(C=C1)O)CO (2-hydroxy-2-(4-hydroxy-3-hydroxymethylphenyl)ethanamine). Reactants: COC(=O)c1ccccc1CBr, CCO, [K+], [OH-], O=C(O)Cc1cccc(O)c1. The product is COC(=O)c1ccccc1COc1cccc(CC(=O)O)c1. RXN SMILES: [CH3:14][O:15][C:16]([c:17]1[c:18]([CH2:23][Br:24])[cH:19][cH:20][cH:21][cH:22]1)=[O:25].[CH3:26][CH2:27][OH:28].[K+:13].[OH-:12].[OH:1][C:2](=[O:3])[CH2:4][c:5]1[cH:6][cH:7][cH:8][c:9]([OH:10])[cH:11]1>>[OH:1][C:2](=[O:3])[CH2:4][c:5]1[cH:6][cH:7][cH:8][c:9]([O:10][CH2:23][c:18]2[c:17]([C:16]([O:15][CH3:14])=[O:25])[cH:22][cH:21][cH:20][cH:19]2)[cH:11]1. Reactants: FC1=CC=C2C(=CN(C2=C1)S(=O)(=O)C1=CC=CC=C1)C=1C=NNC1 (6-fluoro-1-(phenylsulfonyl)-3-(1H-pyrazol-4-yl)-1H-indole), FC1=CC=C2C(=CN(C2=C1)S(=O)(=O)C1=CC=CC=C1)C=1C=NNC1 (6-fluoro-1-(phenylsulfonyl)-3-(1H-pyrazol-4-yl)-1H-indole), BrCCO (2-bromoethanol), C(=O)([O-])[O-].[K+].[K+] (K2CO3). Run in CC#N (MeCN). The product is FC1=CC=C2C(=CN(C2=C1)S(=O)(=O)C1=CC=CC=C1)C=1C=NN(C1)CCO (2-(4-(6-fluoro-1-(phenylsulfonyl)-1H-indol-3-yl)-1H-pyrazol-1-yl)ethanol). The yield is 30.4%. Reaction SMILES: [F:1][C:2]1[CH:10]=[C:9]2[C:5]([C:6]([C:20]3[CH:21]=[N:22][NH:23][CH:24]=3)=[CH:7][N:8]2[S:11]([C:14]2[CH:19]=[CH:18][CH:17]=[CH:16][CH:15]=2)(=[O:13])=[O:12])=[CH:4][CH:3]=1.Br[CH2:26][CH2:27][OH:28].C([O-])([O-])=O.[K+].[K+]>CC#N>[F:1][C:2]1[CH:10]=[C:9]2[C:5]([C:6]([C:20]3[CH:24]=[N:23][N:22]([CH2:26][CH2:27][OH:28])[CH:21]=3)=[CH:7][N:8]2[S:11]([C:14]2[CH:15]=[CH:16][CH:17]=[CH:18][CH:19]=2)(=[O:12])=[O:13])=[CH:4][CH:3]=1 |f:2.3.4|. Reported procedure: A solution of 6-fluoro-1-(phenylsulfonyl)-3-(1H-pyrazol-4-yl)-1H-indole (Intermediate 5; 1.20 mg; 0.35 mmol), 2-bromoethanol (157 mg; 1.26 mmol) and K2CO3 (145 mg; 1.05 mmol) in MeCN (4 mL) was heated to 165° C. for 1 h in a microwave reactor. The reaction mixture was filtered and washed with MeCN. The combined filtrate was concentrated and purified by preparative TLC (petroleum ether/EtOAc=1/1) to afford 41 mg (30%) of the title compound as a yellow semi-solid. The reactants are CCCCCC (Hexane), N(N)C(=O)OC (methyl hydrazinocarboxylate), C(C=C)N=C=S (allyl isothiocyanate). The solvent is C(Cl)Cl (methylene chloride), C(Cl)Cl (methylene chloride). Reaction conditions: temperature 40 celsius, time 8 hour. Yields the product CN(NC(=S)NCC=C)C(=O)O (1-Methylcarboxy-4-allyl-thiosemicarbazide). Reaction SMILES: [NH:1]([C:3]([O:5]C)=[O:4])[NH2:2].[CH2:7]([N:10]=[C:11]=[S:12])[CH:8]=[CH2:9].[CH3:13]CCCCC>C(Cl)Cl>[CH3:13][N:1]([C:3]([OH:5])=[O:4])[NH:2][C:11]([NH:10][CH2:7][CH:8]=[CH2:9])=[S:12]. Procedure details: Into a stirred mixture of 20 g (0.2 mole) methyl hydrazinocarboxylate in 150 ml methylene chloride, 19.8 g (0.2 mole) allyl isothiocyanate in 50 ml methylene chloride was dropped in. The reaction mixture was refluxed at about 40° C. for 3.5 hours, allowed to stir overnight at ambient temperature, refluxed about 8 hours, stirred overnight at ambient temperature, refluxed 8 hours, stirred overnight at ambient temperature, and refluxed an additional 4 hours. The reaction mixture was cooled, vacuum ...